From a dataset of the Open Reaction Database (ORD), a public repository of structured organic reaction records. describe an organic reaction: reactants, conditions, products, and yield Reactants: O=C1C=2C=C(NC2CCC1)C(=O)OC (methyl 4-oxo-4,5,6,7-tetrahydro-1H-indole-2-carboxylate), [H-].[Na+] (sodium hydride), C[Si](CCOCCl)(C)C (2-(trimethylsilyl)ethoxymethyl chloride), ice water. Run in CN(C)C=O (DMF), CN(C)C=O (DMF). Reaction conditions: time 10 minute. Product: O=C1C=2C=C(N(C2CCC1)COCC[Si](C)(C)C)C(=O)OC (methyl 4-oxo-1-((2-(trimethylsilyl)ethoxy)methyl)-4,5,6,7-tetrahydro-1H-indole-2-carboxylate), crude oil. As a reaction SMILES: [O:1]=[C:2]1[CH2:10][CH2:9][CH2:8][C:7]2[NH:6][C:5]([C:11]([O:13][CH3:14])=[O:12])=[CH:4][C:3]1=2.[H-].[Na+].[CH3:17][Si:18]([CH3:25])([CH3:24])[CH2:19][CH2:20][O:21][CH2:22]Cl>CN(C=O)C>[O:1]=[C:2]1[CH2:10][CH2:9][CH2:8][C:7]2[N:6]([CH2:22][O:21][CH2:20][CH2:19][Si:18]([CH3:25])([CH3:24])[CH3:17])[C:5]([C:11]([O:13][CH3:14])=[O:12])=[CH:4][C:3]1=2 |f:1.2|. Reported procedure: A solution of methyl 4-oxo-4,5,6,7-tetrahydro-1H-indole-2-carboxylate (500 mg, 2.6 mmol) in DMF (3 mL) was added to a cooled (0° C.) suspension of sodium hydride (114 mg, 60% in oil, 2.8 mmol) in DMF (2 mL). After 10 min, 2-(trimethylsilyl)ethoxymethyl chloride (SEM-Cl) (550 μl, 3.1 mmol) was added. The mixture was stirred at rt for 2 h and was then poured into ice-water and extracted with EtOAc. After concentration, methyl 4-oxo-1-((2-(trimethylsilyl)ethoxy)methyl)-4,5,6,7-tetrahydro-1H-indole-... Starting materials: CN(C)C(=[N+](C)C)ON1C2=C(C=CC=C2)N=N1.[B-](F)(F)(F)F (TBTU), OC(C[C@@]1(CCN(C(O1)=O)[C@@H](C)C1=CC=C(C(=O)O)C=C1)C1=CC=CC=C1)(C)C (4-{(S)-1-[(S)-6-(2-hydroxy-2-methyl-propyl)-2-oxo-6-phenyl-[1,3]oxazinan-3-yl]-ethyl}-benzoic acid), C(C)N(C(C)C)C(C)C (EtNiPr2), O.NN (hydrazine hydrate). Solvent: CN(C=O)C (dimethylformamide), O (water). Reaction conditions: time 10 minute. Yields the product OC(C[C@@]1(CCN(C(O1)=O)[C@@H](C)C1=CC=C(C(=O)NN)C=C1)C1=CC=CC=C1)(C)C (4-{(S)-1-[(S)-6-(2-Hydroxy-2-methyl-propyl)-2-oxo-6-phenyl-[1,3]oxazinan-3-yl]-ethyl}-benzoic acid hydrazide). As a reaction SMILES: CN(C(O[N:9]1[N:17]=NC2C=CC=CC1=2)=[N+](C)C)C.[B-](F)(F)(F)F.[OH:23][C:24]([CH3:51])([CH3:50])[CH2:25][C@@:26]1([C:44]2[CH:49]=[CH:48][CH:47]=[CH:46][CH:45]=2)[O:31][C:30](=[O:32])[N:29]([C@H:33]([C:35]2[CH:43]=[CH:42][C:38]([C:39](O)=[O:40])=[CH:37][CH:36]=2)[CH3:34])[CH2:28][CH2:27]1.C(N(C(C)C)C(C)C)C.O.NN>CN(C)C=O.O>[OH:23][C:24]([CH3:51])([CH3:50])[CH2:25][C@@:26]1([C:44]2[CH:49]=[CH:48][CH:47]=[CH:46][CH:45]=2)[O:31][C:30](=[O:32])[N:29]([C@H:33]([C:35]2[CH:43]=[CH:42][C:38]([C:39]([NH:9][NH2:17])=[O:40])=[CH:37][CH:36]=2)[CH3:34])[CH2:28][CH2:27]1 |f:0.1,4.5|. Procedure details: TBTU [2-(1H-benzotriazol-1-yl)-1,1,3,3-tetramethyluronium tetrafluoroborate, 0.33 g] was added to 4-{(S)-1-[(S)-6-(2-hydroxy-2-methyl-propyl)-2-oxo-6-phenyl-[1,3]oxazinan-3-yl]-ethyl}-benzoic acid (0.37 g) and EtNiPr2 (0.41 mL) dissolved in dimethylformamide (5 mL). After stirring the solution at room temperature for 10 min, hydrazine hydrate (0.23 mL) was added. The solution was stirred at room temperature overnight and then diluted with water. The resulting mixture was extracted with ethyl ace...